From a dataset of the Open Reaction Database (ORD), a public repository of structured organic reaction records. describe an organic reaction: reactants, conditions, products, and yield The reactants are FC1=C(C=C(C=C1)NC(=O)N1C=CC2=CC(=CC=C12)OC1=NC=NC(=C1)CNC(CCCBr)=O)C(F)(F)F (5-{6-[(4-Bromo-butyrylamino)-methyl]-pyrimidin-4-yloxy}-indole-1-carboxylic acid (4-fluoro-3-trifluoromethyl-phenyl)-amide), [H-].[Na+] (Sodium hydride). Run in C1CCOC1 (THF). Conditions: temperature 0 celsius. The product is FC1=C(C=C(C=C1)NC(=O)N1C=CC2=CC(=CC=C12)OC1=NC=NC(=C1)CN1C(CCC1)=O)C(F)(F)F (5-[6-(2-Oxo-pyrrolidin-1-ylmethyl)-pyrimidin-4-yloxy]-indole-1-carboxylic acid (4-fluoro-3-trifluoromethyl-phenyl)-amide). As a reaction SMILES: [F:1][C:2]1[CH:7]=[CH:6][C:5]([NH:8][C:9]([N:11]2[C:19]3[C:14](=[CH:15][C:16]([O:20][C:21]4[CH:26]=[C:25]([CH2:27][NH:28][C:29](=[O:34])[CH2:30][CH2:31][CH2:32]Br)[N:24]=[CH:23][N:22]=4)=[CH:17][CH:18]=3)[CH:13]=[CH:12]2)=[O:10])=[CH:4][C:3]=1[C:35]([F:38])([F:37])[F:36].[H-].[Na+]>C1COCC1>[F:1][C:2]1[CH:7]=[CH:6][C:5]([NH:8][C:9]([N:11]2[C:19]3[C:14](=[CH:15][C:16]([O:20][C:21]4[CH:26]=[C:25]([CH2:27][N:28]5[CH2:32][CH2:31][CH2:30][C:29]5=[O:34])[N:24]=[CH:23][N:22]=4)=[CH:17][CH:18]=3)[CH:13]=[CH:12]2)=[O:10])=[CH:4][C:3]=1[C:35]([F:38])([F:37])[F:36] |f:1.2|. Reported procedure: 5-{6-[(4-Bromo-butyrylamino)-methyl]-pyrimidin-4-yloxy}-indole-1-carboxylic acid (4-fluoro-3-trifluoromethyl-phenyl)-amide (0.353 g, 0.595 mmol) is dissolved in 10 mL THF and cooled to 0° C. Sodium hydride (63 mg, 1.5 mmol, 60% in mineral oil) is added and the reaction is allowed to warm to room temperature overnight. The reaction is quenched with water and diluted with ethyl acetate. The organic layer is removed, dried, and concentrated and the residue is separated via semi-prep HPLC (C18; 20-1... Reactants: Cc1c([N+](=O)[O-])cccc1[N+](=O)[O-], CCO, CO, [Cl-], Cl, [K+], NO, [NH4+], [OH-], O. Yields the product Cc1c([N+](=O)[O-])ccc(N)c1[N+](=O)[O-]. Reaction SMILES: [CH3:1][c:2]1[c:3]([N+:11]([O-:12])=[O:13])[cH:4][cH:5][cH:6][c:7]1[N+:8]([O-:9])=[O:10].[CH3:21][CH2:22][OH:23].[CH3:24][OH:25].[Cl-:19].[ClH:14].[K+:18].[NH2:15][OH:16].[NH4+:20].[OH-:17].[OH2:26]>>[CH3:1][c:2]1[c:3]([N+:11]([O-:12])=[O:13])[c:4]([NH2:15])[cH:5][cH:6][c:7]1[N+:8]([O-:9])=[O:10]. Starting materials: ClC=1C(=NC=C(C1)C(C)O)SC (3-Chloro-5-(1-hydroxyethyl)-2-methylthiopyridine), [H-].[Na+] (sodium hydride), C(C1=CC=CC=C1)Br (benzyl bromide). Solvent: CN(C)C=O (DMF), O (water). Reaction conditions: time 30 minute. Yields the product C(C1=CC=CC=C1)OC(C)C=1C=C(C(=NC1)SC)Cl (5-(1-Benzyloxyethyl)-3-chloro-2-methylthiopyridine). Yield: 82.6%. As a reaction SMILES: [Cl:1][C:2]1[C:3]([S:11][CH3:12])=[N:4][CH:5]=[C:6]([CH:8]([OH:10])[CH3:9])[CH:7]=1.[H-].[Na+].[CH2:15](Br)[C:16]1[CH:21]=[CH:20][CH:19]=[CH:18][CH:17]=1>CN(C=O)C.O>[CH2:15]([O:10][CH:8]([C:6]1[CH:7]=[C:2]([Cl:1])[C:3]([S:11][CH3:12])=[N:4][CH:5]=1)[CH3:9])[C:16]1[CH:21]=[CH:20][CH:19]=[CH:18][CH:17]=1 |f:1.2|. Procedure: 3-Chloro-5-(1-hydroxyethyl)-2-methylthiopyridine (21.9 g, 0.108 mol) was dissolved with stirring in anhydrous DMF (250 mL) and 60% sodium hydride (5 g, 0.125 mol) added in portions. The mixture was stirred at room temperature for 30 minutes and benzyl bromide (17.6 g, 0.103 mol) added dropwise. The mixture was then stirred at room temperature for four hours, diluted with water (400 mL) and extracted three times with ethyl acetate (100 mL). The combined organic extracts were washed twice with wat... The reactants are CCN1C(=O)CCC1C(=O)NCc1ccc(F)cc1Cl, NCc1cccc(C(F)(F)F)c1F. Product: CCN1C(=O)CCC1C(=O)NCc1cccc(C(F)(F)F)c1F. Reaction SMILES: [Cl:1][c:2]1[cH:3][c:4]([F:5])[cH:6][cH:7][c:8]1[CH2:9][NH:10][C:11]([CH:12]1[N:13]([CH2:18][CH3:19])[C:14](=[O:17])[CH2:15][CH2:16]1)=[O:20].[F:21][c:22]1[c:23]([CH2:24][NH2:25])[cH:26][cH:27][cH:28][c:29]1[C:30]([F:31])([F:32])[F:33]>>[C:11]([CH:12]1[N:13]([CH2:18][CH3:19])[C:14](=[O:17])[CH2:15][CH2:16]1)(=[O:20])[NH:25][CH2:24][c:23]1[c:22]([F:21])[c:29]([C:30]([F:31])([F:32])[F:33])[cH:28][cH:27][cH:26]1. Reactants: C(C)OC(=O)[C@H]1[C@@H]2C[C@H]([C@]([C@H]12)(C(=O)OCC1=CC=CC=C1)N=[N+]=[N-])OS(=O)(=O)C(F)(F)F ((1S,2R,3R.5R,6S)-2-Azido-3-trifluoromethanesulfonyloxy-bicyclo [3.1.0]hexane-2,6-dicarboxylic acid 2-benzyl ester 6-ethyl ester), C1CCC2=NCCCN2CC1 (DBU). Solvent: C1CCOC1 (THF). Reaction conditions: temperature -50 celsius, time 3 hour. Yields the product C(C)OC(=O)[C@H]1[C@@H]2C=C[C@@]([C@H]12)(C(=O)OCC1=CC=CC=C1)N=[N+]=[N-] ((1S,2R,5R,6S)-2-Azido-bicyclo[3.1.0]hex-3-ene-2,6-dicarboxylic acid 2-benzyl ester 6-ethyl ester). Reaction SMILES: [CH2:1]([O:3][C:4]([C@@H:6]1[C@@H:11]2[C@H:7]1[CH2:8][C@@H:9](OS(C(F)(F)F)(=O)=O)[C@@:10]2([N:22]=[N+:23]=[N-:24])[C:12]([O:14][CH2:15][C:16]1[CH:21]=[CH:20][CH:19]=[CH:18][CH:17]=1)=[O:13])=[O:5])[CH3:2].C1CCN2C(=NCCC2)CC1>C1COCC1>[CH2:1]([O:3][C:4]([C@@H:6]1[C@@H:11]2[C@H:7]1[CH:8]=[CH:9][C@:10]2([N:22]=[N+:23]=[N-:24])[C:12]([O:14][CH2:15][C:16]1[CH:21]=[CH:20][CH:19]=[CH:18][CH:17]=1)=[O:13])=[O:5])[CH3:2]. Procedure: To a solution of (1S,2R,3R,5R,6S)-2-azido-3-trifluoromethanesulfonyloxy-bicyclo[3.1.0]hexane-2,6-dicarboxylic acid 2-benzyl ester 6-ethyl ester (XXV) (1.36 g, 2.85 mmol) in THF (5.7 mL) was added DBU (0.47 mL, 3.13 mmol) and the mixture was stirred at -50° C. for 3 h. After dilution with ethyl acetate, the solution was washed with 1 N HCl-sol., sat. NaHCO3 -sol. and brine, followed by drying over MgSO4. Removal of the solvent in vacuum left the crude (1S,2R,5R,6S)-2-azido-bicyclo[3.1.0]hex-3-ene... The reactants are ClCC1C(C(N(C1)C(C)C)=O)(C1=CC=CC=C1)C1=CC=CC=C1 (4-chloromethyl-1-(1-methylethyl)-3,3-diphenyl-2-pyrrolidinone), steel, ClC1=CC=C(C=C1)C1(CCNCC1)O (4-(4-chlorophenyl)-4-hydroxypiperidine), C([O-])([O-])=O.[K+].[K+] (potassium carbonate). The solvent is C(C)O (ethanol). The product is O.C(C(=O)O)(=O)O.ClC1=CC=C(C=C1)C1(CCN(CC1)CC1C(C(N(C1)C(C)C)=O)(C1=CC=CC=C1)C1=CC=CC=C1)O (4-{[4-(4-Chlorophenyl)-4-hydroxyl-1-piperidinyl]methyl}-3,3-diphenyl-1-(1-methylethyl)-2-pyrrolidinone Oxalate Monohydrate). Reaction SMILES: Cl[CH2:2][CH:3]1[CH2:7][N:6]([CH:8]([CH3:10])[CH3:9])[C:5](=[O:11])[C:4]1([C:18]1[CH:23]=[CH:22][CH:21]=[CH:20][CH:19]=1)[C:12]1[CH:17]=[CH:16][CH:15]=[CH:14][CH:13]=1.[Cl:24][C:25]1[CH:30]=[CH:29][C:28]([C:31]2([OH:37])[CH2:36][CH2:35][NH:34][CH2:33][CH2:32]2)=[CH:27][CH:26]=1.[C:38](=[O:41])([O-:40])[O-].[K+].[K+]>C(O)C>[OH2:11].[C:5]([OH:11])(=[O:37])[C:38]([OH:40])=[O:41].[Cl:24][C:25]1[CH:30]=[CH:29][C:28]([C:31]2([OH:37])[CH2:32][CH2:33][N:34]([CH2:2][CH:3]3[CH2:7][N:6]([CH:8]([CH3:9])[CH3:10])[C:5](=[O:11])[C:4]3([C:18]3[CH:23]=[CH:22][CH:21]=[CH:20][CH:19]=3)[C:12]3[CH:13]=[CH:14][CH:15]=[CH:16][CH:17]=3)[CH2:35][CH2:36]2)=[CH:27][CH:26]=1 |f:2.3.4,6.7.8|. Procedure details: A mixture of 18 g. (0.06 mole) of 4-chloromethyl-1-(1-methylethyl)-3,3-diphenyl-2-pyrrolidinone, 11.6 g. (0.06 mole) of 4-(4-chlorophenyl)-4-hydroxypiperidine and 20 g. (0.14 mole) potassium carbonate in 200 ml. of ethanol was heated to 200° C. for 48 hrs. in a steel bomb. During the heating the bomb was continuously rotated to produce mild stirring. The mixture was concentrated and the residue partitioned between chloroform sodium hydroxide. The chloroform was dried (sodium sulfate) and concent...